Dataset: the Open Reaction Database (ORD), a public repository of structured organic reaction records. Task: describe an organic reaction: reactants, conditions, products, and yield Reaction SMILES: [H-].[Al+3].[Li+].[H-].[H-].[H-].[C:7]1([CH2:13][CH2:14][N:15]([C:19]2[C:28]3[C:23](=[CH:24][CH:25]=[CH:26][CH:27]=3)[N:22]=[CH:21][CH:20]=2)[C:16](=O)[CH3:17])[CH:12]=[CH:11][CH:10]=[CH:9][CH:8]=1>CCOCC>[CH2:16]([N:15]([CH2:14][CH2:13][C:7]1[CH:12]=[CH:11][CH:10]=[CH:9][CH:8]=1)[C:19]1[C:28]2[C:23](=[CH:24][CH:25]=[CH:26][CH:27]=2)[N:22]=[CH:21][CH:20]=1)[CH3:17] |f:0.1.2.3.4.5|. The product is C(C)N(C1=CC=NC2=CC=CC=C12)CCC1=CC=CC=C1 (N-Ethyl-N-(2-phenylethyl)-4-quinolinamine). The yield is 36.5%. Run in CCOCC (ether), CCOCC (ether). Reported procedure: To a suspension of 0.59 g of lithium aluminum hydride in 100 mL of dry ether was added, dropwise, a solution of 2.3 g of N-(2-phenylethyl)-N-(4-quinolinyl)acetamide dissolved in 50 mL of dry ether. The mixture was heated to reflux for seven hours. Excess lithium aluminum hydride was then destroyed by adding 100 mL of water to the mixture. The solvent was then removed, and the residue was dissolved in chloroform. After washing with water, the mixture was then dried and concentrated. Using HPLC (s... The reactants are [H-].[Al+3].[Li+].[H-].[H-].[H-] (lithium aluminum hydride), C1(=CC=CC=C1)CCN(C(C)=O)C1=CC=NC2=CC=CC=C12 (N-(2-phenylethyl)-N-(4-quinolinyl)acetamide). Reactants: NC1=CC=C2C(=N1)C(=CN2)C2CCN(CC2)C (5-amino-3-(1-methylpiperidin-4-yl)pyrrolo[3,2-b]pyridine), C(CC)(=O)Cl (propionyl chloride). Product: C(CC)(=O)NC1=CC=C2C(=N1)C(=CN2)C2CCN(CC2)C (5-(N-[propionyl]amino)-3-(1-methylpiperidin-4-yl)pyrrolo[3,2-b]pyridine). The yield is 103.6%. Reaction SMILES: [NH2:1][C:2]1[N:7]=[C:6]2[C:8]([CH:11]3[CH2:16][CH2:15][N:14]([CH3:17])[CH2:13][CH2:12]3)=[CH:9][NH:10][C:5]2=[CH:4][CH:3]=1.[C:18](Cl)(=[O:21])[CH2:19][CH3:20]>>[C:18]([NH:1][C:2]1[N:7]=[C:6]2[C:8]([CH:11]3[CH2:16][CH2:15][N:14]([CH3:17])[CH2:13][CH2:12]3)=[CH:9][NH:10][C:5]2=[CH:4][CH:3]=1)(=[O:21])[CH2:19][CH3:20]. Procedure details: Beginning with 2.0 gm (8.7 mMol) 5-amino-3-(1-methylpiperidin-4-yl)pyrrolo[3,2-b]pyridine and 0.91 mL (10.4 mMol) propionyl chloride, 2.58 gm of the title compound were prepared as a crude brown foam essentially by the procedure described in Example 4. The residue was subjected to flash silica gel chromatography, eluting with dichloromethane containing 10% methanol and 1% ammonium hydroxide. Fractions containing product were combined and concentrated under reduced pressure. This residue was crys... The reactants are material, CN(C)C=O (DMF), C(C1=CC=CC=C1)Br (benzyl bromide), C(=O)([O-])[O-].[K+].[K+] (K2CO3). Run in CCOCC (Et2O). Run at temperature 60 celsius, time 2 hour. Yields the product OC1=CC(=C(C(=O)OCC2=CC=CC=C2)C=C1)C (benzyl 4-hydroxy-2-methylbenzoate). Reaction SMILES: [CH2:1](Br)[C:2]1[CH:7]=[CH:6][CH:5]=[CH:4][CH:3]=1.[C:9]([O-:12])([O-])=[O:10].[K+].[K+].CN([CH:18]=[O:19])C>CCOCC>[OH:19][C:18]1[CH:5]=[CH:4][C:3]([C:9]([O:12][CH2:1][C:2]2[CH:7]=[CH:6][CH:5]=[CH:4][CH:3]=2)=[O:10])=[C:2]([CH3:7])[CH:1]=1 |f:1.2.3|. Reported procedure: 9.5 gm (63 mmol) of material prepared as described in Step A above was dissolved in DMF (100 ml) and benzyl bromide (8.4 ml, 69.3 mmol) was added followed by powdered K2CO3 (13 gm, 94 mmol). This mixture was stirred at 60° C. for 2 hr and then was cooled, diluted with Et2O and poured onto ice chilled aq. HCl. The layers were separated and the aqueous layer was extracted twice more with Et2O. The pooled organic layers were washed with brine, dried over Na2SO4, filtered and evaporated to dryness. ...